From a dataset of the Open Reaction Database (ORD), a public repository of structured organic reaction records. describe an organic reaction: reactants, conditions, products, and yield Reactants: C1CCOC1, CCOC(C)=O, CCc1nc2cc(Cl)c(Cl)cc2n1-c1ccc(C2CC(O)C2)cc1, CCOC(=O)N=NC(=O)OCC, c1ccc(P(c2ccccc2)c2ccccc2)cc1, [N-]=[N+]=NP(=O)(c1ccccc1)c1ccccc1. The product is CCc1nc2cc(Cl)c(Cl)cc2n1-c1ccc(C2CC(N=[N+]=[N-])C2)cc1. Reaction SMILES: [CH2:73]1[O:74][CH2:75][CH2:76][CH2:77]1.[CH3:78][CH2:79][O:80][C:81](=[O:82])[CH3:83].[Cl:1][c:2]1[cH:3][c:4]2[c:5]([n:6](-[c:11]3[cH:12][cH:13][c:14]([CH:17]4[CH2:18][CH:19]([OH:21])[CH2:20]4)[cH:15][cH:16]3)[c:7]([CH2:9][CH3:10])[n:8]2)[cH:22][c:23]1[Cl:24].[O:61]=[C:62]([O:63][CH2:64][CH3:65])[N:66]=[N:67][C:68]([O:69][CH2:70][CH3:71])=[O:72].[c:25]1([P:26]([c:27]2[cH:28][cH:29][cH:30][cH:31][cH:32]2)[c:33]2[cH:34][cH:35][cH:36][cH:37][cH:38]2)[cH:39][cH:40][cH:41][cH:42][cH:43]1.[c:44]1([P:45]([c:46]2[cH:47][cH:48][cH:49][cH:50][cH:51]2)(=[O:52])[N:58]=[N+:59]=[N-:60])[cH:53][cH:54][cH:55][cH:56][cH:57]1>>[Cl:1][c:2]1[cH:3][c:4]2[c:5]([n:6](-[c:11]3[cH:12][cH:13][c:14]([CH:17]4[CH2:18][CH:19]([N:58]=[N+:59]=[N-:60])[CH2:20]4)[cH:15][cH:16]3)[c:7]([CH2:9][CH3:10])[n:8]2)[cH:22][c:23]1[Cl:24].